From a dataset of the Open Reaction Database (ORD), a public repository of structured organic reaction records. describe an organic reaction: reactants, conditions, products, and yield Starting materials: O=C(n1ccnc1)n1ccnc1, CS(N)(=O)=O, C1CCOC1, O, CC(C)N(CCCCOCC(=O)O)c1cnc(-c2ccccc2)c(-c2ccccc2)n1. Product: CC(C)N(CCCCOCC(=O)NS(C)(=O)=O)c1cnc(-c2ccccc2)c(-c2ccccc2)n1. As a reaction SMILES: [C:32]([n:33]1[cH:34][cH:35][n:36][cH:37]1)([n:38]1[cH:39][cH:40][n:41][cH:42]1)=[O:43].[CH3:44][S:45](=[O:46])(=[O:47])[NH2:48].[O:49]1[CH2:50][CH2:51][CH2:52][CH2:53]1.[OH2:54].[c:1]1(-[c:7]2[n:8][cH:9][c:10]([N:19]([CH:20]([CH3:21])[CH3:22])[CH2:23][CH2:24][CH2:25][CH2:26][O:27][CH2:28][C:29](=[O:30])[OH:31])[n:11][c:12]2-[c:13]2[cH:14][cH:15][cH:16][cH:17][cH:18]2)[cH:2][cH:3][cH:4][cH:5][cH:6]1>>[c:1]1(-[c:7]2[n:8][cH:9][c:10]([N:19]([CH:20]([CH3:21])[CH3:22])[CH2:23][CH2:24][CH2:25][CH2:26][O:27][CH2:28][C:29](=[O:30])[NH:48][S:45]([CH3:44])(=[O:46])=[O:47])[n:11][c:12]2-[c:13]2[cH:14][cH:15][cH:16][cH:17][cH:18]2)[cH:2][cH:3][cH:4][cH:5][cH:6]1. Isolated yield 76.2%. The solvent is O (water). The reactants are OC1=C(C(=O)C2=CC=CC=C2)C=CC(=C1)O (2,4-dihydroxybenzophenone), ClC(CC)O (chloropropanol), C([O-])([O-])=O.[K+].[K+] (potassium carbonate), CS(=O)C (dimethyl sulfoxide). Procedure details: To a 250 mL 3-necked round-bottom flask equipped with a magnetic stirrer was charged 20 g (93.5 mmol) of 2,4-dihydroxybenzophenone, 8.8 g (93.5 mmol) of chloropropanol, 100 mg (0.6 mmol) of potassium iodide, 12.92 g (93.5 mmol) of potassium carbonate, and 100 mL of dimethyl sulfoxide. The flask was immersed in an oil bath and the mixture heated at a bath temperature of 125° C. for 14 hours. The mixture was poured into 1.4 L of water and extracted with four 500 mL portions of methylene chloride. ... Conditions: temperature 125 celsius. Reagents/catalysts: [I-].[K+] (potassium iodide). The product is OC1=C(C(=O)C2=CC=CC=C2)C=CC(=C1)OCCCO (2-hydroxy-4-(3′-hydroxypropoxy)-benzophenone). Reaction SMILES: [OH:1][C:2]1[CH:15]=[C:14]([OH:16])[CH:13]=[CH:12][C:3]=1[C:4]([C:6]1[CH:11]=[CH:10][CH:9]=[CH:8][CH:7]=1)=[O:5].Cl[CH:18]([OH:21])[CH2:19][CH3:20].C(=O)([O-])[O-].[K+].[K+].CS(C)=O>[I-].[K+].O>[OH:1][C:2]1[CH:15]=[C:14]([O:16][CH2:20][CH2:19][CH2:18][OH:21])[CH:13]=[CH:12][C:3]=1[C:4]([C:6]1[CH:11]=[CH:10][CH:9]=[CH:8][CH:7]=1)=[O:5] |f:2.3.4,6.7|.